Dataset: the Open Reaction Database (ORD), a public repository of structured organic reaction records. Task: describe an organic reaction: reactants, conditions, products, and yield The product is CCOC(=O)C(C)Oc1ncn(-c2ccc(Br)cc2)n1. As a reaction SMILES: [Br:15][CH:16]([C:17](=[O:18])[O:19][CH2:20][CH3:21])[CH3:22].[Br:2][c:3]1[cH:4][cH:5][c:6](-[n:9]2[n:10][c:11]([OH:14])[n:12][cH:13]2)[cH:7][cH:8]1.[CH3:23][CH2:24][OH:25].[CH3:26][S:27]([CH3:28])=[O:29].[Na:1]>>[Br:2][c:3]1[cH:4][cH:5][c:6](-[n:9]2[n:10][c:11]([O:14][CH:16]([C:17](=[O:18])[O:19][CH2:20][CH3:21])[CH3:22])[n:12][cH:13]2)[cH:7][cH:8]1. Starting materials: CCOC(=O)C(C)Br, Oc1ncn(-c2ccc(Br)cc2)n1, CCO, CS(C)=O, [Na]. Reactants: CN(S(=O)(=O)C=1C=2C=CN=CC2C=CC1)C1CCN(CC1)CCCCOC1=CC=C(C=C1)F (N-Methyl-N-{1-[4-(p-fluorophenoxy)butyl]4-piperidyl}5-isoquinolinesulfonamide), fumarate salt, C(\C=C\C(=O)O)(=O)O (fumaric acid). Solvent: C(C)O (ethanol). Product: C(\C=C\C(=O)O)(=O)O.CN(S(=O)(=O)C=1C=2C=CN=CC2C=CC1)C1CCN(CC1)CCCCOC1=CC=C(C=C1)F (N-Methyl-N-{1-[4-(p fluorophenoxy)butyl]-4-piperidyl}-5-isoquinolinesulfonamide fumarate). The yield is 70.2%. Reaction SMILES: [CH3:1][N:2]([CH:16]1[CH2:21][CH2:20][N:19]([CH2:22][CH2:23][CH2:24][CH2:25][O:26][C:27]2[CH:32]=[CH:31][C:30]([F:33])=[CH:29][CH:28]=2)[CH2:18][CH2:17]1)[S:3]([C:6]1[C:7]2[CH:8]=[CH:9][N:10]=[CH:11][C:12]=2[CH:13]=[CH:14][CH:15]=1)(=[O:5])=[O:4].[C:34]([OH:41])(=[O:40])/[CH:35]=[CH:36]/[C:37]([OH:39])=[O:38]>C(O)C>[C:34]([OH:41])(=[O:40])/[CH:35]=[CH:36]/[C:37]([OH:39])=[O:38].[CH3:1][N:2]([CH:16]1[CH2:21][CH2:20][N:19]([CH2:22][CH2:23][CH2:24][CH2:25][O:26][C:27]2[CH:28]=[CH:29][C:30]([F:33])=[CH:31][CH:32]=2)[CH2:18][CH2:17]1)[S:3]([C:6]1[C:7]2[CH:8]=[CH:9][N:10]=[CH:11][C:12]=2[CH:13]=[CH:14][CH:15]=1)(=[O:4])=[O:5] |f:3.4|. Procedure details: 12 grams of the oil obtained in stage F are converted to the fumarate salt by adding 2.9 grams of fumaric acid in solution in 155 cm3 of ethanol. 10.3 grams of the title compound are thus obtained. Reactants: O (water), N,N′-Carbonyidiimidazole, O1CCOC2=C1C=CC=C2C(=O)O (2,3-dihydrobenzo[1,4]dioxine-5-carboxylic acid), NCC1=CC=NC=C1 (4-(aminomethyl)pyridine). Solvent: O1CCCC1 (tetrahydrofuran). Conditions: temperature 60 celsius. The product is N1=CC=C(C=C1)CNC(=O)C1=CC=CC=2OCCOC21 (2,3-dihydrobenzo[1,4]dioxine-5-carboxylic acid (pyridin-4-ylmethyl)amide). Yield: 72.1%. Reaction SMILES: [O:1]1[C:6]2[CH:7]=[CH:8][CH:9]=[C:10]([C:11]([OH:13])=O)[C:5]=2[O:4][CH2:3][CH2:2]1.[NH2:14][CH2:15][C:16]1[CH:21]=[CH:20][N:19]=[CH:18][CH:17]=1.O>O1CCCC1>[N:19]1[CH:20]=[CH:21][C:16]([CH2:15][NH:14][C:11]([C:10]2[C:5]3[O:4][CH2:3][CH2:2][O:1][C:6]=3[CH:7]=[CH:8][CH:9]=2)=[O:13])=[CH:17][CH:18]=1. Procedure: N,N′-Carbonyidiimidazole (1.62 g, 10 mmol) was added to a stirred solution of 2,3-dihydrobenzo[1,4]dioxine-5-carboxylic acid(1.64 g, 10 mmol) in tetrahydrofuran (25 mL) and the resulting solution was heated at 60° C. for 15 minutes. The solution was cooled to room temperature and -4-(aminomethyl)pyridine (1.08 g, 10 mmol) was added. The reaction mixture was heated at 60° C. for 2 hours, cooled, poured into water, and extracted 3 times with ethyl acetate. The combined ethyl acetate extract was dr... Procedure: A solution of 0.48 g of ethyl 3-(N-tert.-butoxycarbonylamino)-2-(4-chlorophenyl)-2-hydroxy-propyl(diethoxymethyl)phosphinate in 10 ml of anhydrous dichloromethane is treated with 0.76 g of trimethylbromosilane and the resulting colourless solution stirred for 24 hours at room temperature under an inert atmosphere. The volatile materials are removed under reduced pressure to give a foam which is redisslued in 5 ml of methanol containing 1% of water and the solution stirred for 20 hours at room te... Starting materials: Br.NCC(CP(O)(=O)C(OCC)OCC)(O)C1=CC=C(C=C1)Cl (3-amino-2-(4-chlorophenyl)-2-hydroxypropyl(diethoxymethyl)phosphinic acid hydrobromide salt). Run in C1C(C)O1 (propylene oxide). RXN SMILES: Br.[NH2:2][CH2:3][C:4]([C:17]1[CH:22]=[CH:21][C:20]([Cl:23])=[CH:19][CH:18]=1)([OH:16])[CH2:5][P:6]([CH:9]([O:13][CH2:14][CH3:15])[O:10][CH2:11][CH3:12])(=[O:8])[OH:7]>C1OC1C>[NH2:2][CH2:3][C:4]([C:17]1[CH:22]=[CH:21][C:20]([Cl:23])=[CH:19][CH:18]=1)([OH:16])[CH2:5][P:6]([CH:9]([O:13][CH2:14][CH3:15])[O:10][CH2:11][CH3:12])(=[O:7])[OH:8] |f:0.1|. The product is NCC(CP(O)(=O)C(OCC)OCC)(O)C1=CC=C(C=C1)Cl (3-amino-2-(4-chlorophenyl)-2-hydroxy-propyl(diethoxymethyl)phosphinic acid).